This data is from the Open Reaction Database (ORD), a public repository of structured organic reaction records. The task is: describe an organic reaction: reactants, conditions, products, and yield Reactants: [BH4-], CO, Cc1ccccc1C(=O)Nc1ccc(C(=O)N2CCCC(=O)c3cc(Cl)ccc32)cn1, [Na+], O. The product is Cc1ccccc1C(=O)Nc1ccc(C(=O)N2CCCC(O)c3cc(Cl)ccc32)cn1. Reaction SMILES: [BH4-:32].[CH3:35][OH:36].[Cl:1][c:2]1[cH:3][cH:4][c:5]2[c:6]([cH:31]1)[C:7](=[O:30])[CH2:8][CH2:9][CH2:10][N:11]2[C:12]([c:13]1[cH:14][n:15][c:16]([NH:19][C:20]([c:21]2[c:22]([CH3:27])[cH:23][cH:24][cH:25][cH:26]2)=[O:28])[cH:17][cH:18]1)=[O:29].[Na+:33].[OH2:34]>>[Cl:1][c:2]1[cH:3][cH:4][c:5]2[c:6]([cH:31]1)[CH:7]([OH:30])[CH2:8][CH2:9][CH2:10][N:11]2[C:12]([c:13]1[cH:14][n:15][c:16]([NH:19][C:20]([c:21]2[c:22]([CH3:27])[cH:23][cH:24][cH:25][cH:26]2)=[O:28])[cH:17][cH:18]1)=[O:29].